This data is from the Open Reaction Database (ORD), a public repository of structured organic reaction records. The task is: describe an organic reaction: reactants, conditions, products, and yield Starting materials: C([O-])(O)=O.[Na+] (sodium bicarbonate), solution, BrBr (bromine), crude material, ClC1=NC(=C(C(=N1)C=O)OC)Cl (2,6-dichloro-5-methoxy-pyrimidine-4-carbaldehyde), crude material, Na2S2O3.5H2O, [Na+].[Cl-] (NaCl), ice, crude material. The solvent is O (water), CO (methanol), C(C)(=O)OCC (ethyl acetate), C(C)(=O)OCC (ethyl acetate), CO (methanol), O (water), CO (methanol). Conditions: temperature 0 celsius, time 6 hour. Yields the product ClC1=NC(=C(C(=N1)C(=O)OC)OC)Cl (methyl 2,6-dichloro-5-methoxy-pyrimidine-4-carboxylate). Isolated yield 45.0%. Reaction SMILES: [Cl:1][C:2]1[N:7]=[C:6]([CH:8]=[O:9])[C:5]([O:10][CH3:11])=[C:4]([Cl:12])[N:3]=1.[C:13](=O)(O)[O-:14].[Na+].BrBr.[Na+].[Cl-]>CO.O.C(OCC)(=O)C>[Cl:1][C:2]1[N:7]=[C:6]([C:8]([O:14][CH3:13])=[O:9])[C:5]([O:10][CH3:11])=[C:4]([Cl:12])[N:3]=1 |f:1.2,4.5|. Procedure: The 2,6-dichloro-5-methoxy-pyrimidine-4-carbaldehyde crude material (32.5 mmol), prepared by Example 7, was cooled to 0° C. in an ice/water bath. It was assumed that approximately 60 mL of methanol was still present in the crude material. Additional methanol (60 mL) and water (13 mL) was added to the chilled crude material. Solid sodium bicarbonate (54.7 g) was added, and the solution stirred vigorously. A 2 M solution of bromine (81.4 mL, 163 mmol) in methanol and water (9:1) was dropwise added... The reactants are CCO, COCCCOc1cc(N)c([N+](=O)[O-])cc1F. Yields the product COCCCOc1cc(N)c(N)cc1F. As a reaction SMILES: [CH3:18][CH2:19][OH:20].[F:1][c:2]1[cH:3][c:4]([N+:15]([O-:16])=[O:17])[c:5]([NH2:14])[cH:6][c:7]1[O:8][CH2:9][CH2:10][CH2:11][O:12][CH3:13]>>[F:1][c:2]1[cH:3][c:4]([NH2:15])[c:5]([NH2:14])[cH:6][c:7]1[O:8][CH2:9][CH2:10][CH2:11][O:12][CH3:13]. Reactants: O=C(Cl)c1cn(S(=O)(=O)c2ccccc2)c2ccccc12, ClCCl, NCc1ccccc1. Product: O=C(NCc1ccccc1)c1cn(S(=O)(=O)c2ccccc2)c2ccccc12. Reaction SMILES: [Cl:1][C:2](=[O:3])[c:4]1[cH:5][n:6]([S:13](=[O:14])(=[O:15])[c:16]2[cH:17][cH:18][cH:19][cH:20][cH:21]2)[c:7]2[cH:8][cH:9][cH:10][cH:11][c:12]12.[Cl:30][CH2:31][Cl:32].[NH2:22][CH2:23][c:24]1[cH:25][cH:26][cH:27][cH:28][cH:29]1>>[C:2](=[O:3])([c:4]1[cH:5][n:6]([S:13](=[O:14])(=[O:15])[c:16]2[cH:17][cH:18][cH:19][cH:20][cH:21]2)[c:7]2[cH:8][cH:9][cH:10][cH:11][c:12]12)[NH:22][CH2:23][c:24]1[cH:25][cH:26][cH:27][cH:28][cH:29]1. Reactants: O=C1Nc2ncc(Br)cc2CO1, CCC#N, C=CC(=O)N(C)Cc1cc2ccccc2n1C, CCN(C(C)C)C(C)C, CC(=O)[O-], CC(=O)[O-], [Pd+2], Cc1ccccc1P(c1ccccc1C)c1ccccc1C. Product: CN(Cc1cc2ccccc2n1C)C(=O)C=Cc1cnc2c(c1)COC(=O)N2. RXN SMILES: [Br:18][c:19]1[cH:20][c:21]2[c:22]([n:28][cH:29]1)[NH:23][C:24](=[O:27])[O:25][CH2:26]2.[C:61](#[N:62])[CH2:63][CH3:64].[CH3:1][N:2]([C:3]([CH:4]=[CH2:5])=[O:6])[CH2:7][c:8]1[n:9]([CH3:17])[c:10]2[cH:11][cH:12][cH:13][cH:14][c:15]2[cH:16]1.[CH:30]([N:31]([CH2:32][CH3:33])[CH:34]([CH3:35])[CH3:36])([CH3:37])[CH3:38].[O-:66][C:67]([CH3:68])=[O:69].[O-:70][C:71]([CH3:72])=[O:73].[Pd+2:65].[c:39]1([CH3:40])[cH:41][cH:42][cH:43][cH:44][c:45]1[P:46]([c:47]1[cH:48][cH:49][cH:50][cH:51][c:52]1[CH3:53])[c:54]1[cH:55][cH:56][cH:57][cH:58][c:59]1[CH3:60]>>[CH3:1][N:2]([C:3]([CH:4]=[CH:5][c:19]1[cH:20][c:21]2[c:22]([n:28][cH:29]1)[NH:23][C:24](=[O:27])[O:25][CH2:26]2)=[O:6])[CH2:7][c:8]1[n:9]([CH3:17])[c:10]2[cH:11][cH:12][cH:13][cH:14][c:15]2[cH:16]1. Reactants: N1=C(C=CC=C1)C(=O)O (picolinic acid), CCN=C=NCCCN(C)C (EDCI), C=1C=CC2=C(C1)N=NN2O (HOBT), NCC(CN1CC2=CC=CC=C2CC1)O (1-amino-3-(3,4-dihydroisoquinolin-2(1H)-yl)propan-2-ol). The solvent is C(Cl)Cl (DCM). Run at temperature 25 celsius, time 2 hour. The product is C1N(CCC2=CC=CC=C12)CC(CNC(C1=NC=CC=C1)=O)O (N-(3-(3,4-dihydroisoquinolin-2(1H)-yl)-2-hydroxypropyl)picolinamide). The yield is 27.0%. As a reaction SMILES: [N:1]1[CH:6]=[CH:5][CH:4]=[CH:3][C:2]=1[C:7]([OH:9])=O.CCN=C=NCCCN(C)C.C1C=CC2N(O)N=NC=2C=1.[NH2:31][CH2:32][CH:33]([OH:45])[CH2:34][N:35]1[CH2:44][CH2:43][C:42]2[C:37](=[CH:38][CH:39]=[CH:40][CH:41]=2)[CH2:36]1>C(Cl)Cl>[CH2:36]1[C:37]2[C:42](=[CH:41][CH:40]=[CH:39][CH:38]=2)[CH2:43][CH2:44][N:35]1[CH2:34][CH:33]([OH:45])[CH2:32][NH:31][C:7](=[O:9])[C:2]1[CH:3]=[CH:4][CH:5]=[CH:6][N:1]=1. Procedure details: To a solution of picolinic acid (100 mg, 0.81 mmol) in DCM (10 mL), was added EDCI (187 mg, 0.97 mmol) and HOBT (132 mg, 0.98 mmol), which was stirred at 25° C. for 0.5 h before 1-amino-3-(3,4-dihydroisoquinolin-2(1H)-yl)propan-2-ol (167 mg, 0.81 mmol) was added and the resulting mixture was stirred at 25° C. for 2 h. The solution was concentrated in vacuo and the residue was purified by prep-HPLC to provide the title compound (68 mg, Yield 26.9%). 1H NMR (CD3OD, 400 MHz): δ 8.61 (d, J=3.9 Hz, 1... Starting materials: BrCc1ccccc1Br, OCc1ccccc1Br, C1CCOC1, Cl, [H-], [Na+], O. The product is Brc1ccccc1COCc1ccccc1Br. Reaction SMILES: [Br:12][c:13]1[c:14]([CH2:15][Br:16])[cH:17][cH:18][cH:19][cH:20]1.[Br:1][c:2]1[c:3]([CH2:4][OH:5])[cH:6][cH:7][cH:8][cH:9]1.[CH2:22]1[O:23][CH2:24][CH2:25][CH2:26]1.[ClH:21].[H-:10].[Na+:11].[OH2:27]>>[Br:1][c:2]1[c:3]([CH2:4][O:5][CH2:15][c:14]2[c:13]([Br:12])[cH:20][cH:19][cH:18][cH:17]2)[cH:6][cH:7][cH:8][cH:9]1. Starting materials: C1OC23[C@]4(C)[C@@H](CC2(OCCO3)OC1)[C@@H]1C[C@@H](C3CCCC[C@]3(C)[C@H]1CC4)CO (17,17-bis(ethylendioxy)-6α-hydroxymethylandrostane), C(#N)[C@H]1C[C@H]2[C@@H]3CCC([C@@]3(C)CC[C@@H]2[C@]2(CCC(CC12)=O)C)=O (6α-cyanoandrostane-3,17-dione). Product: OC[C@H]1C[C@H]2[C@@H]3CCC([C@@]3(C)CC[C@@H]2[C@]2(CCC(CC12)=O)C)=O (6α-Hydroxymethylandrostane-3,17-dione). Yield: 85.0%. RXN SMILES: C1CO[C:8]23OCCO[C:3]2([C@:4]2([CH2:27][CH2:26][C@H:25]4[C@@H:15]([CH2:16][C@H:17]([CH2:28][OH:29])[CH:18]5[C@:23]4([CH3:24])[CH2:22][CH2:21][CH2:20][CH2:19]5)[C@@H:6]2[CH2:7]3)[CH3:5])[O:2]1.C([C@@H]1C2[C@](C)(CCC(=[O:50])C2)[C@@H]2[C@H]([C@H]3[C@@](CC2)(C)C(=O)CC3)C1)#N>>[OH:29][CH2:28][C@@H:17]1[CH:18]2[C@:23]([CH3:24])([CH2:22][CH2:21][C:20](=[O:50])[CH2:19]2)[C@@H:25]2[C@H:15]([C@H:6]3[C@@:4]([CH2:27][CH2:26]2)([CH3:5])[C:3](=[O:2])[CH2:8][CH2:7]3)[CH2:16]1. Reported procedure: The title compound II-an was prepared in 85% yield from 3,3:17,17-bis(ethylendioxy)-6α-hydroxymethylandrostane by the procedure described above for the preparation of 6α-cyanoandrostane-3,17-dione (II-ac, Prepn. 3). The combined organic extracts were washed with H2O, dried over Na2SO4 and evaporated to dryness. 1H-NMR (300 MHz, acetone-d6, ppm from TMS): δ 3.50 (m, 3H), 2.52-0.74 (m, 21H), 1.11 (s, 3H), 0.88 (s, 3H).